This data is from the Open Reaction Database (ORD), a public repository of structured organic reaction records. The task is: describe an organic reaction: reactants, conditions, products, and yield Reactants: [O-]Cl, [Na+], [Na+], [OH-], O, Cc1ccc(C(=O)O)c(O)n1. Product: Cc1nc(O)c(C(=O)O)cc1Cl. As a reaction SMILES: [Cl:14][O-:15].[Na+:16].[Na+:2].[OH-:1].[OH2:17].[OH:3][c:4]1[c:5]([C:6](=[O:7])[OH:8])[cH:9][cH:10][c:11]([CH3:13])[n:12]1>>[OH:3][c:4]1[c:5]([C:6](=[O:7])[OH:8])[cH:9][c:10]([Cl:14])[c:11]([CH3:13])[n:12]1. Reactants: C(=N)(N)NN.Cl (aminoguanidine hydrochloride), [OH-].[Na+] (sodium hydroxide), C(C)C(C(C)=O)C(C)=O (3-ethyl-2,4-pentanedione). Solvent: O (water), O (water). Run at temperature 80 celsius, time 8 hour. Product: C(C)C=1C(=NC(=NC1C)N1N=C(C(=C1C)CC)C)C (5-ethyl-2-(4-ethyl-3,5-dimethylpyrazol-1-yl)-4,6-dimethylpyrimidine). Yield: 32.9%. RXN SMILES: [C:1]([NH:4][NH2:5])([NH2:3])=[NH:2].Cl.[OH-].[Na+].[CH2:9]([CH:11]([C:15](=O)[CH3:16])[C:12](=O)[CH3:13])[CH3:10]>O>[CH2:9]([C:11]1[C:15]([CH3:16])=[N:2][C:1]([N:4]2[C:12]([CH3:13])=[C:11]([CH2:15][CH3:16])[C:9]([CH3:10])=[N:5]2)=[N:3][C:12]=1[CH3:13])[CH3:10] |f:0.1,2.3|. Reported procedure: To aminoguanidine hydrochloride (1.76 g, 15.9 mmol), water (5 ml), sodium hydroxide (636 mg, 15.9 mmol), and 3-ethyl-2,4-pentanedione (manufactured by Tokyo Chemical Industry, purity: 90.0% or higher) (4.50 g, 35.0 mmol) were added, and then stirred at 80° C. for 8 hours. To the reaction mixture, water (30 ml) was added, and then stirred at 0° C. for 1 hour. The precipitated crystals were collected by filtration, washed with water, and dried under reduced pressure to obtain 5-ethyl-2-(4-ethyl-3,... Reactants: CN1C=CC2=C(C=CC=C12)C (1,4-dimethyl-1H-indole), O (water), O (water), BrBr (bromine), BrBr (bromine), CN1C=CC2=C(C=CC=C12)C (1,4-dimethyl-1H-indole), [Br-].[K+] (potassium bromide). Reagents/catalysts: [Zn] (Zinc). Solvent: C(C)(C)(C)O (tert-butanol), ClCCl (dichloromethane), C([O-])(O)=O.[Na+] (sodium bicarbonate), S(=S)(=O)([O-])[O-].[Na+].[Na+] (sodium thiosulfate), C(C)(=O)O (acetic acid). Reaction conditions: time 30 minute. Yields the product BrC=1C(=C2CC(N(C2=CC1)C)=O)C (5-bromo-1,4-dimethyl-1,3-dihydro-indol-2-one). Reaction SMILES: [CH3:1][N:2]1[C:10]2[C:5](=[C:6]([CH3:11])[CH:7]=[CH:8][CH:9]=2)[CH:4]=[CH:3]1.[OH2:12].[Br-:13].[K+].BrBr>C(O)(C)(C)C.ClCCl.C(=O)(O)[O-].[Na+].S([O-])([O-])(=O)=S.[Na+].[Na+].C(O)(=O)C.[Zn]>[Br:13][C:7]1[C:6]([CH3:11])=[C:5]2[C:10](=[CH:9][CH:8]=1)[N:2]([CH3:1])[C:3](=[O:12])[CH2:4]2 |f:2.3,7.8,9.10.11|. Procedure: To a solution of 1,4-dimethyl-1H-indole, (200 mg, 1.38 mmol) in tert-butanol (8 mL) was added water (4 mL) and the mixture was put at 50° C. In a separate flask was added potassium bromide (1.6 g, 13.8 mmol) followed by water (11 mL) and bromine (0.36 mL, 6.9 mmol). Next the bromine solution (8 was added dropwise to the 1,4-dimethyl-1H-indole mixture. After the addition was complete the temperature of the reaction was elevated to 70° C. for 30 min. The reaction was cooled to room temperature and... Starting materials: BrCCBr, CCO, COC(=O)C(Cc1ccc(O)cc1)Nc1ccccc1C(=O)c1ccc(C)cc1, [K+], [OH-]. The product is COC(=O)C(Cc1ccc(OCCBr)cc1)Nc1ccccc1C(=O)c1ccc(C)cc1. As a reaction SMILES: [Br:32][CH2:33][CH2:34][Br:35].[CH3:36][CH2:37][OH:38].[CH3:3][O:4][C:5]([CH:6]([CH2:7][c:8]1[cH:9][cH:10][c:11]([OH:14])[cH:12][cH:13]1)[NH:15][c:16]1[c:17]([C:22]([c:23]2[cH:24][cH:25][c:26]([CH3:29])[cH:27][cH:28]2)=[O:30])[cH:18][cH:19][cH:20][cH:21]1)=[O:31].[K+:2].[OH-:1]>>[CH3:3][O:4][C:5]([CH:6]([CH2:7][c:8]1[cH:9][cH:10][c:11]([O:14][CH2:34][CH2:33][Br:32])[cH:12][cH:13]1)[NH:15][c:16]1[c:17]([C:22]([c:23]2[cH:24][cH:25][c:26]([CH3:29])[cH:27][cH:28]2)=[O:30])[cH:18][cH:19][cH:20][cH:21]1)=[O:31].